The task is: describe an organic reaction: reactants, conditions, products, and yield. This data is from the Open Reaction Database (ORD), a public repository of structured organic reaction records. Starting materials: C1CCOC1, COC(=O)c1ccc(CCCc2ccccc2O)cc1, OCc1cccnc1, c1ccc(P(c2ccccc2)c2ccccc2)cc1. Product: COC(=O)c1ccc(CCCc2ccccc2OCc2cccnc2)cc1. RXN SMILES: [CH2:48]1[O:49][CH2:50][CH2:51][CH2:52]1.[OH:1][c:2]1[c:3]([CH2:8][CH2:9][CH2:10][c:11]2[cH:12][cH:13][c:14]([C:15](=[O:16])[O:17][CH3:18])[cH:19][cH:20]2)[cH:4][cH:5][cH:6][cH:7]1.[OH:21][CH2:22][c:23]1[cH:24][n:25][cH:26][cH:27][cH:28]1.[c:29]1([P:30]([c:31]2[cH:32][cH:33][cH:34][cH:35][cH:36]2)[c:37]2[cH:38][cH:39][cH:40][cH:41][cH:42]2)[cH:43][cH:44][cH:45][cH:46][cH:47]1>>[O:1]([c:2]1[c:3]([CH2:8][CH2:9][CH2:10][c:11]2[cH:12][cH:13][c:14]([C:15](=[O:16])[O:17][CH3:18])[cH:19][cH:20]2)[cH:4][cH:5][cH:6][cH:7]1)[CH2:22][c:23]1[cH:24][n:25][cH:26][cH:27][cH:28]1. The reactants are [Sn](Cl)(Cl)(Cl)Cl (Tin tetrachloride), C(C1=CC=CC=C1)C=1SC(=C(C1)C)C (2-benzyl-4,5-dimethylthiophene), C(C1=CC=C(C=C1)OC)(=O)Cl (anisoyl chloride), ClCCl (dichloromethane). Run in O (water). Conditions: time 5 hour. The product is C(C1=CC=CC=C1)C=1SC(=C(C1C(=O)C1=CC=C(C=C1)OC)C)C ((2-Benzyl-4,5-dimethyl-thiophen-3-yl)-(4-methoxy-phenyl)-methanone). The yield is 87.7%. Reaction SMILES: [Sn](Cl)(Cl)(Cl)Cl.[CH2:6]([C:13]1[S:14][C:15]([CH3:19])=[C:16]([CH3:18])[CH:17]=1)[C:7]1[CH:12]=[CH:11][CH:10]=[CH:9][CH:8]=1.[C:20](Cl)(=[O:29])[C:21]1[CH:26]=[CH:25][C:24]([O:27][CH3:28])=[CH:23][CH:22]=1.ClCCl>O>[CH2:6]([C:13]1[S:14][C:15]([CH3:19])=[C:16]([CH3:18])[C:17]=1[C:20]([C:21]1[CH:26]=[CH:25][C:24]([O:27][CH3:28])=[CH:23][CH:22]=1)=[O:29])[C:7]1[CH:8]=[CH:9][CH:10]=[CH:11][CH:12]=1. Procedure details: Tin tetrachloride (4.6 mL, 71.76 mmol) was added dropwise over a 10 minute period to a stirred, −78° C. solution of 2-benzyl-4,5-dimethylthiophene (6.6 g, 32.62 mmol), anisoyl chloride (5.90 g, 34.6 mmol) and dichloromethane (120 mL) under a dry nitrogen atmosphere. After 5 hours at −78° C., the reaction mixture was slowly warmed to room temperature over a 2 h period. The reaction mixture was added to water and extracted with ether. The ether extract was washed with sat. aq. sodium bicarbonate a... Reactants: N#CN1CCCCC1, Cc1cccc(O)c1, Cl, CS(=O)(=O)c1ccc(-c2ccccc2N)cc1. Product: CS(=O)(=O)c1ccc(-c2ccccc2NC(=N)N2CCCCC2)cc1. RXN SMILES: [C:19](#[N:20])[N:21]1[CH2:22][CH2:23][CH2:24][CH2:25][CH2:26]1.[CH3:27][c:28]1[cH:29][c:30]([OH:31])[cH:32][cH:33][cH:34]1.[ClH:1].[NH2:2][c:3]1[c:4](-[c:9]2[cH:10][cH:11][c:12]([S:15](=[O:16])(=[O:17])[CH3:18])[cH:13][cH:14]2)[cH:5][cH:6][cH:7][cH:8]1>>[NH:2]([c:3]1[c:4](-[c:9]2[cH:10][cH:11][c:12]([S:15](=[O:16])(=[O:17])[CH3:18])[cH:13][cH:14]2)[cH:5][cH:6][cH:7][cH:8]1)[C:19](=[NH:20])[N:21]1[CH2:22][CH2:23][CH2:24][CH2:25][CH2:26]1. Starting materials: C, CCOC(=O)c1coc(-c2ccc(OC(F)F)c3oc4ccc(N)cc4c23)n1, C1CCOC1, O, O=S(=O)(Cl)Cl, c1ccncc1. Product: CCOC(=O)c1coc(-c2ccc(OC(F)F)c3oc4ccc(NS(C)(=O)=O)cc4c23)n1. Reaction SMILES: [CH4:40].[NH2:1][c:2]1[cH:3][cH:4][c:5]2[c:6]([c:7]3[c:8]([o:9]2)[c:10]([O:24][CH:25]([F:26])[F:27])[cH:11][cH:12][c:13]3-[c:14]2[o:15][cH:16][c:17]([C:19](=[O:20])[O:21][CH2:22][CH3:23])[n:18]2)[cH:28]1.[O:42]1[CH2:43][CH2:44][CH2:45][CH2:46]1.[OH2:41].[S:35](=[O:36])(=[O:37])([Cl:38])[Cl:39].[cH:29]1[cH:30][cH:31][n:32][cH:33][cH:34]1>>[NH:1]([c:2]1[cH:3][cH:4][c:5]2[c:6]([c:7]3[c:8]([o:9]2)[c:10]([O:24][CH:25]([F:26])[F:27])[cH:11][cH:12][c:13]3-[c:14]2[o:15][cH:16][c:17]([C:19](=[O:20])[O:21][CH2:22][CH3:23])[n:18]2)[cH:28]1)[S:35](=[O:36])(=[O:37])[CH3:40]. Reactants: C(=O)NC=1SC=C(N1)C(C(=O)NC1[C@@H]2N(C(=CCS2)C(=O)O)C1=O)=NOCC1=CC(=C(C=C1)Br)O (7-[2-(2-formamidothiazol-4-yl)-2-(4-bromo-3-hydroxybenzyloxyimino)acetamido]-3-cephem-4-carboxylic acid), Cl (hydrochloric acid), CO (methanol). Run in O1CCCC1 (tetrahydrofuran). Reaction conditions: time 2 hour. Yields the product NC=1SC=C(N1)C(C(=O)NC1[C@@H]2N(C(=CCS2)C(=O)O)C1=O)=NOCC1=CC(=C(C=C1)Br)O (7-[2-(2-aminothiazol-4-yl)-2-(4-bromo-3-hydroxybenzyloxyimino)-acetamido]-3-cephem-4-carboxylic acid). Isolated yield 84.0%. Reaction SMILES: C([NH:3][C:4]1[S:5][CH:6]=[C:7]([C:9](=[N:25][O:26][CH2:27][C:28]2[CH:33]=[CH:32][C:31]([Br:34])=[C:30]([OH:35])[CH:29]=2)[C:10]([NH:12][CH:13]2[C:23](=[O:24])[N:15]3[C:16]([C:20]([OH:22])=[O:21])=[CH:17][CH2:18][S:19][C@H:14]23)=[O:11])[N:8]=1)=O.Cl.CO>O1CCCC1>[NH2:3][C:4]1[S:5][CH:6]=[C:7]([C:9](=[N:25][O:26][CH2:27][C:28]2[CH:33]=[CH:32][C:31]([Br:34])=[C:30]([OH:35])[CH:29]=2)[C:10]([NH:12][CH:13]2[C:23](=[O:24])[N:15]3[C:16]([C:20]([OH:22])=[O:21])=[CH:17][CH2:18][S:19][C@H:14]23)=[O:11])[N:8]=1. Procedure: A mixture of 7-[2-(2-formamidothiazol-4-yl)-2-(4-bromo-3-hydroxybenzyloxyimino)acetamido]-3-cephem-4-carboxylic acid (syn isomer, 2.0 g.), conc. hydrochloric acid (1.1 g.), methanol (16 ml.) and tetrahydrofuran (10 ml.) was stirred at room temperature for 2 hours. After methanol was removed in vacuo, the residue was dissolved in a sodium bicarbonate aqueous solution and adjusted to pH 3.0 with 10% hydrochloric acid. The precipitates were collected by filtration, washed with water and dried over ... Reactants: O=C(Cl)c1ccccc1, ClCCl, N#Cc1ccc(N(CCN)CC(F)(F)F)cc1C(F)(F)F. Product: N#Cc1ccc(N(CCNC(=O)c2ccccc2)CC(F)(F)F)cc1C(F)(F)F. Reaction SMILES: [C:22]([c:23]1[cH:24][cH:25][cH:26][cH:27][cH:28]1)(=[O:29])[Cl:30].[Cl:31][CH2:32][Cl:33].[NH2:1][CH2:2][CH2:3][N:4]([c:5]1[cH:6][c:7]([C:13]([F:14])([F:15])[F:16])[c:8]([C:9]#[N:10])[cH:11][cH:12]1)[CH2:17][C:18]([F:19])([F:20])[F:21]>>[NH:1]([CH2:2][CH2:3][N:4]([c:5]1[cH:6][c:7]([C:13]([F:14])([F:15])[F:16])[c:8]([C:9]#[N:10])[cH:11][cH:12]1)[CH2:17][C:18]([F:19])([F:20])[F:21])[C:22]([c:23]1[cH:24][cH:25][cH:26][cH:27][cH:28]1)=[O:29].